From a dataset of the Open Reaction Database (ORD), a public repository of structured organic reaction records. describe an organic reaction: reactants, conditions, products, and yield Starting materials: O (water), OC1=C2CCCC2=CC=C1C=O (4-Hydroxy-indan-5-carbaldehyde), C([O-])([O-])=O.[K+].[K+] (Potassium carbonate), CI (Methyl iodide). Solvent: CN(C=O)C (Dimethylformamide), CN(C=O)C (Dimethylformamide). Reaction conditions: temperature 26.5 celsius, time 4 hour. The product is COC1=C2CCCC2=CC=C1C=O (4-Methoxy-indan-5-carbaldehyde). Yield: 53.2%. As a reaction SMILES: [OH:1][C:2]1[C:10]([CH:11]=[O:12])=[CH:9][CH:8]=[C:7]2[C:3]=1[CH2:4][CH2:5][CH2:6]2.[C:13](=O)([O-])[O-].[K+].[K+].CI.O>CN(C)C=O>[CH3:13][O:1][C:2]1[C:10]([CH:11]=[O:12])=[CH:9][CH:8]=[C:7]2[C:3]=1[CH2:4][CH2:5][CH2:6]2 |f:1.2.3|. Procedure: To a stirred suspension of 4-Hydroxy-indan-5-carbaldehyde (52.0 gm, 0.320 mole) and Potassium carbonate (57.2 gm, 0.414 mole) in Dimethylformamide (200 ml) solution of Methyl iodide (22 ml, 0.351 mole) in 60 ml Dimethylformamide was added at 0-5° C. The reaction mixture was stirred at 25-28° C. for 4 hours and then poured into water (200 ml), further it was extracted with Ethyl acetate (2×500 ml). The organic layer was dried over Sodium sulphate, distilled under vacuum to give crude product whic...